Task: describe an organic reaction: reactants, conditions, products, and yield. Dataset: the Open Reaction Database (ORD), a public repository of structured organic reaction records Starting materials: BrC(Br)(Br)Br, ClCCl, Cc1c(S(=O)(=O)N(CCO)CCCc2ccccc2)sc2ccc(Cl)cc12, c1ccc(P(c2ccccc2)c2ccccc2)cc1. Yields the product Cc1c(S(=O)(=O)N(CCBr)CCCc2ccccc2)sc2ccc(Cl)cc12. RXN SMILES: [C:28]([Br:29])([Br:30])([Br:31])[Br:32].[Cl:52][CH2:53][Cl:54].[OH:1][CH2:2][CH2:3][N:4]([S:5](=[O:6])(=[O:7])[c:8]1[c:9]([CH3:18])[c:10]2[c:11]([s:12]1)[cH:13][cH:14][c:15]([Cl:17])[cH:16]2)[CH2:19][CH2:20][CH2:21][c:22]1[cH:23][cH:24][cH:25][cH:26][cH:27]1.[c:33]1([P:34]([c:35]2[cH:36][cH:37][cH:38][cH:39][cH:40]2)[c:41]2[cH:42][cH:43][cH:44][cH:45][cH:46]2)[cH:47][cH:48][cH:49][cH:50][cH:51]1>>[CH2:2]([CH2:3][N:4]([S:5](=[O:6])(=[O:7])[c:8]1[c:9]([CH3:18])[c:10]2[c:11]([s:12]1)[cH:13][cH:14][c:15]([Cl:17])[cH:16]2)[CH2:19][CH2:20][CH2:21][c:22]1[cH:23][cH:24][cH:25][cH:26][cH:27]1)[Br:29].